Dataset: the Open Reaction Database (ORD), a public repository of structured organic reaction records. Task: describe an organic reaction: reactants, conditions, products, and yield The reactants are C1=CC=CC=2C3=CC=CC=C3C(C12)COC(=O)N1C(OC(C2=C1C=CC(=C2)C=2N(C=CC2)C(=O)OC(C)(C)C)(C)C)C (9H-fluoren-9-ylmethyl-6-[1-(tert-butoxycarbonyl)-1H-pyrrol-2-yl]-2,4,4-trimethyl-2H-3,1-benzoxazine-1(4H)-carboxylate), ClS(=O)(=O)N=C=O (chlorosulfonyl isocyanate). Product: C1=CC=CC=2C3=CC=CC=C3C(C12)COC(=O)N1C(OC(C2=C1C=CC(=C2)C=2N(C(=CC2)C#N)C(=O)OC(C)(C)C)(C)C)C (9H-Fluoren-9-ylmethyl-6-[1-(tert-butoxycarbonyl)-5-cyano-1H-pyrrol-2-yl]-2,4,4-trimethyl-2H-3,1-benzoxazine-1(4H)-carboxylate). The yield is 64.6%. As a reaction SMILES: [CH:1]1[C:13]2[CH:12]([CH2:14][O:15][C:16]([N:18]3[C:23]4[CH:24]=[CH:25][C:26]([C:28]5[N:29]([C:33]([O:35][C:36]([CH3:39])([CH3:38])[CH3:37])=[O:34])[CH:30]=[CH:31][CH:32]=5)=[CH:27][C:22]=4[C:21]([CH3:41])([CH3:40])[O:20][CH:19]3[CH3:42])=[O:17])[C:11]3[C:6](=[CH:7][CH:8]=[CH:9][CH:10]=3)[C:5]=2[CH:4]=[CH:3][CH:2]=1.ClS([N:47]=[C:48]=O)(=O)=O>>[CH:1]1[C:13]2[CH:12]([CH2:14][O:15][C:16]([N:18]3[C:23]4[CH:24]=[CH:25][C:26]([C:28]5[N:29]([C:33]([O:35][C:36]([CH3:39])([CH3:38])[CH3:37])=[O:34])[C:30]([C:48]#[N:47])=[CH:31][CH:32]=5)=[CH:27][C:22]=4[C:21]([CH3:41])([CH3:40])[O:20][CH:19]3[CH3:42])=[O:17])[C:11]3[C:6](=[CH:7][CH:8]=[CH:9][CH:10]=3)[C:5]=2[CH:4]=[CH:3][CH:2]=1. Reported procedure: Using the procedure for Example 18, the title compound (0.8 g, 65%) was prepared from 9H-fluoren-9-ylmethyl-6-[1-(tert-butoxycarbonyl)-1H-pyrrol-2-yl]-2,4,4-trimethyl-2H-3,1-benzoxazine-1(4H)-carboxylate (1.2 g, 2.1 mmol) and chlorosulfonyl isocyanate (0.28 mL, 3.1 mmol). A white solid: mp 135-136° C.; 1H-NMR (DMSO-d6) δ 7.90 (t, 2H, J=6.7 Hz), 7.64 (d, 1H, J=7.5 Hz), 7.59 (d, 1H, J=7.1 Hz), 7.40 (td, 2H, J=7.2, 2.0 Hz), 7.31-7.34 (m, 3H), 7.29 (d, 1H, J=1.2 Hz), 7.04-7.09 (m, 2H), 6.44 (d, 1H, ... The reactants are O (water), C(C1=CC=CC=C1)OC1=C2C(=CNC2=CC=C1OC)C (4-Benzyloxy-5-methoxy-3-methylindole), O=O (oxygen), CC(C)([O-])C.[K+] (potassium t-butoxide). Run in C(C)(=O)OCC (ethyl acetate), CN(C=O)C (dimethylformamide). Product: C(C1=CC=CC=C1)OC1=C2C(C=CNC2=CC=C1OC)=O (5-benzyloxy-6-methoxy-4(1H)-quinolone). The yield is 10.6%. RXN SMILES: [CH2:1]([O:8][C:9]1[C:17]([O:18][CH3:19])=[CH:16][CH:15]=[C:14]2[C:10]=1[C:11]([CH3:20])=[CH:12][NH:13]2)[C:2]1[CH:7]=[CH:6][CH:5]=[CH:4][CH:3]=1.CC(C)([O-:24])C.[K+].O=O.O>CN(C)C=O.C(OCC)(=O)C>[CH2:1]([O:8][C:9]1[C:17]([O:18][CH3:19])=[CH:16][CH:15]=[C:14]2[C:10]=1[C:20](=[O:24])[CH:11]=[CH:12][NH:13]2)[C:2]1[CH:3]=[CH:4][CH:5]=[CH:6][CH:7]=1 |f:1.2|. Reported procedure: 4-Benzyloxy-5-methoxy-3-methylindole (3.5 g) was dissolved in dimethylformamide (40 ml), and potassium t-butoxide (3.3 g) was added to the mixture. The resulting mixture was stirred at room temperature under a stream of oxygen for 5 days, poured into water and extraction with ethyl acetate was conducted. The extract was washed with saturated saline and dried over sodium sulfate, and the solvent was distilled off under reduced pressure. The residue was purified by silica gel column chromatography... Starting materials: CC(=O)OCC=C(C)C(OC(C)=O)OC(C)=O, O. Product: CC(=O)OCC=C(C)C=O. As a reaction SMILES: [C:1]([O:4][CH:5]([O:2][C:3](=[O:14])[CH3:15])[C:6](=[CH:7][CH2:8][O:9][C:10]([CH3:11])=[O:12])[CH3:13])(=[O:16])[CH3:17].[OH2:18]>>[O:4]=[CH:5][C:6](=[CH:7][CH2:8][O:9][C:10]([CH3:11])=[O:12])[CH3:13].